This data is from the Open Reaction Database (ORD), a public repository of structured organic reaction records. The task is: describe an organic reaction: reactants, conditions, products, and yield Reactants: C1(=CC=CC=C1)N1C(/C(/C1C1=CC=CC=C1)=C/C(C)=O)=O ((E)-1-phenyl-3-(2-oxopropylidene]-4-phenyl-2-azetidinone), N1(CCCCC1)CCCON (O-[3-(1piperidyl)propyl]-hydroxylamine), C12(C(=O)CC(CC1)C2(C)C)CS(=O)(=O)O (10-camphorsulfonic acid). Solvent: C1=CC=CC=C1 (benzene). Yields the product C1(=CC=CC=C1)N1C(/C(/C1C1=CC=CC=C1)=C/C(C)=NOCCCN1CCCCC1)=O ((E)-1-phenyl-3-{2-[3-(1-piperidyl)-propoxyimino]propylidene}-4-phenyl-2-azetidinone). The yield is 36.1%. Reaction SMILES: [C:1]1([N:7]2[CH:10]([C:11]3[CH:16]=[CH:15][CH:14]=[CH:13][CH:12]=3)/[C:9](=[CH:17]\[C:18](=O)[CH3:19])/[C:8]2=[O:21])[CH:6]=[CH:5][CH:4]=[CH:3][CH:2]=1.[N:22]1([CH2:28][CH2:29][CH2:30][O:31][NH2:32])[CH2:27][CH2:26][CH2:25][CH2:24][CH2:23]1.C12(CS(O)(=O)=O)C(C)(C)C(CC1)CC2=O>C1C=CC=CC=1>[C:1]1([N:7]2[CH:10]([C:11]3[CH:16]=[CH:15][CH:14]=[CH:13][CH:12]=3)/[C:9](=[CH:17]\[C:18](=[N:32][O:31][CH2:30][CH2:29][CH2:28][N:22]3[CH2:27][CH2:26][CH2:25][CH2:24][CH2:23]3)[CH3:19])/[C:8]2=[O:21])[CH:6]=[CH:5][CH:4]=[CH:3][CH:2]=1. Procedure: A mixture of 1.11 g of (E)-1-phenyl-3-(2-oxopropylidene]-4-phenyl-2-azetidinone, 0.63 g of O-[3-(1piperidyl)propyl]-hydroxylamine, 46.5 mg of 10-camphorsulfonic acid and 40 ml of benzene was heated at reflux for 8 hours, and the solvent was evaporated under reduced pressure. The residue was chromatographed on alumina [eluent; hexane-acetone (7:3)] to give the fractions containing the end compound, and the solvent was evaporated. The residue was recrystallized from hexane to give 0.6 g of the tit... Starting materials: ClC=1C=C(C=O)C=CC1Cl (3,4-Dichlorobenzaldehyde), [C@@H]1(CCCC2=CC=CC=C12)N ((1S)-1,2,3,4-tetrahydro-1-naphthalenylamine). Yields the product ClC=1C=C(CN[C@H]2CCCC3=CC=CC=C23)C=CC1Cl (N-(3,4-dichlorobenzyl)-N-[(1S)-1,2,3,4-tetrahydro-1-naphthalenyl]amine). Reaction SMILES: [Cl:1][C:2]1[CH:3]=[C:4]([CH:7]=[CH:8][C:9]=1[Cl:10])[CH:5]=O.[C@@H:11]1([NH2:21])[C:20]2[C:15](=[CH:16][CH:17]=[CH:18][CH:19]=2)[CH2:14][CH2:13][CH2:12]1>>[Cl:1][C:2]1[CH:3]=[C:4]([CH:7]=[CH:8][C:9]=1[Cl:10])[CH2:5][NH:21][C@@H:11]1[C:20]2[C:15](=[CH:16][CH:17]=[CH:18][CH:19]=2)[CH2:14][CH2:13][CH2:12]1. Reported procedure: 3,4-Dichlorobenzaldehyde and (1S)-1,2,3,4-tetrahydro-1-naphthalenylamine were processed as described in Example 1A to provide the title compound.